Task: describe an organic reaction: reactants, conditions, products, and yield. Dataset: the Open Reaction Database (ORD), a public repository of structured organic reaction records Reactants: BrCC(=O)C1=CC2=C(SC=C2)C=C1 (5-bromoacetyl-benzo[b]thiophene), C(C)(=O)OCC (ethyl acetate), ice water. Solvent: O1CCCC1 (tetrahydrofuran). Run at temperature -25 celsius, time 4 hour. The product is S1C2=C(C=C1)C=C(C=C2)[C@H](CBr)O ((R)-1-(benzo[b]thiophen-5-yl)-2-bromoethanol). The yield is 94.3%. RXN SMILES: [Br:1][CH2:2][C:3]([C:5]1[CH:13]=[CH:12][C:8]2[S:9][CH:10]=[CH:11][C:7]=2[CH:6]=1)=[O:4].C(OCC)(=O)C>O1CCCC1>[S:9]1[CH:10]=[CH:11][C:7]2[CH:6]=[C:5]([C@@H:3]([OH:4])[CH2:2][Br:1])[CH:13]=[CH:12][C:8]1=2. Procedure: A solution of 7.5 g of (+)-diisopinocamphenylchloroborane dissolved in 15 ml of tetrahydrofuran was cooled to -25° C. Thereto was added 4 g of 5-bromoacetyl-benzo[b]thiophene. The resulting mixture was stirred for 4 hours at -20° C. to -15° C. The reaction mixture was added to a mixture of 80 ml of ethyl acetate and 80 ml of ice water. The organic layer was separated, washed with water and a saturated aqueous sodium chloride solution in this order, and dried over anhydrous magnesium sulfate. The...